describe an organic reaction: reactants, conditions, products, and yield From a dataset of the Open Reaction Database (ORD), a public repository of structured organic reaction records. Starting materials: C(C1=CC=CC=C1)OCC1CCC(CC1)=O (4-(benzyloxymethyl)cyclohexanone), C[Si](C#N)(C)C (trimethylsilanecarbonitrile), [H-].[Al+3].[Li+].[H-].[H-].[H-] (lithium aluminum hydride). Reagents/catalysts: [I-].[Zn+2].[I-] (zinc iodide). Solvent: CCOCC (ether), CCOCC (ether). Reaction conditions: time 45 minute. Product: NCC1(CCC(CC1)COCC1=CC=CC=C1)O (1-(aminomethyl)-4-(benzyloxymethyl)cyclohexanol). Reaction SMILES: [CH2:1]([O:8][CH2:9][CH:10]1[CH2:15][CH2:14][C:13](=[O:16])[CH2:12][CH2:11]1)[C:2]1[CH:7]=[CH:6][CH:5]=[CH:4][CH:3]=1.C[Si](C)(C)[C:19]#[N:20].[H-].[Al+3].[Li+].[H-].[H-].[H-]>CCOCC.[I-].[Zn+2].[I-]>[NH2:20][CH2:19][C:13]1([OH:16])[CH2:12][CH2:11][CH:10]([CH2:9][O:8][CH2:1][C:2]2[CH:7]=[CH:6][CH:5]=[CH:4][CH:3]=2)[CH2:15][CH2:14]1 |f:2.3.4.5.6.7,9.10.11|. Procedure: A suspension of EXAMPLE 341D (5 g), zinc iodide (0.183 g) and anhydrous ether (50 mL) was cooled in an ice bath and trimethylsilanecarbonitrile (3.45 mL) was added dropwise. The reaction was allowed to warm to ambient temperature with stirring continued 45 minutes. The reaction mixture was added via a syringe to a suspension of lithium aluminum hydride (2.78 g) in ether (75 mL) dropwise and the reaction mixture was then heated at reflux for 2 hours. The reaction was cooled in an ice bath and que... Starting materials: COC=1C=C(C=CC1OC)C1=CC=C2N1CCN=C2C (6-(3,4-Dimethoxyphenyl)-3,4-dihydro-1-methylpyrrolo[1,2-a]pyrazine), saturated solution, C(\C=C\C(=O)O)(=O)O (fumaric acid), [BH4-].[Na+] (sodium borohydride). Solvent: CO (methanol), O (water), C(C)O (ethanol). Yields the product C(\C=C\C(=O)O)(=O)O.COC=1C=C(C=CC1OC)C1=CC=C2N1CCNC2C (6-(3,4-dimethoxyphenyl)-1,2,3,4-tetrahydro-1-methylpyrrolo[1,2-a]pyrazine fumarate). Isolated yield 37.0%. Reaction SMILES: [CH3:1][O:2][C:3]1[CH:4]=[C:5]([C:11]2[N:15]3[CH2:16][CH2:17][N:18]=[C:19]([CH3:20])[C:14]3=[CH:13][CH:12]=2)[CH:6]=[CH:7][C:8]=1[O:9][CH3:10].[BH4-].[Na+].[C:23]([OH:30])(=[O:29])/[CH:24]=[CH:25]/[C:26]([OH:28])=[O:27]>CO.O.C(O)C>[C:23]([OH:30])(=[O:29])/[CH:24]=[CH:25]/[C:26]([OH:28])=[O:27].[CH3:1][O:2][C:3]1[CH:4]=[C:5]([C:11]2[N:15]3[CH2:16][CH2:17][NH:18][CH:19]([CH3:20])[C:14]3=[CH:13][CH:12]=2)[CH:6]=[CH:7][C:8]=1[O:9][CH3:10] |f:1.2,7.8|. Reported procedure: 6-(3,4-Dimethoxyphenyl)-3,4-dihydro-1-methylpyrrolo[1,2-a]pyrazine (1.3 g) was dissolved in a mixture of 80 ml of methanol and 8 ml of water under argon. The solution was treated portionwise with 0.6 g of sodium borohydride while stirring and stirred at room temperature overnight. Thereafter, the methanol was removed in a vacuum, the residue was taken up in 100 ml of methylene chloride and washed with 100 ml of 10% ammonia solution. The phases were separated and the aqueous phase was extracted t... Reactants: O=C(OOC(=O)c1ccccc1)c1ccccc1, ClC(Cl)(Cl)Cl, O=C1CCC(=O)N1Cl, Cc1ccc2ccc(Cl)cc2n1. Yields the product ClCc1ccc2ccc(Cl)cc2n1. As a reaction SMILES: [C:21]([O:22][O:23][C:24](=[O:25])[c:26]1[cH:27][cH:28][cH:29][cH:30][cH:31]1)(=[O:32])[c:33]1[cH:34][cH:35][cH:36][cH:37][cH:38]1.[C:39]([Cl:40])([Cl:41])([Cl:42])[Cl:43].[Cl:1][N:2]1[C:3](=[O:4])[CH2:5][CH2:6][C:7]1=[O:8].[Cl:9][c:10]1[cH:11][cH:12][c:13]2[cH:14][cH:15][c:16]([CH3:20])[n:17][c:18]2[cH:19]1>>[Cl:1][CH2:20][c:16]1[cH:15][cH:14][c:13]2[cH:12][cH:11][c:10]([Cl:9])[cH:19][c:18]2[n:17]1. The reactants are N[C@@H](C(=O)O)[C@H](CC)O ((2R*,3S*)-2-amino-3-hydroxy-pentanoic acid), C(=O)(O)[O-].[Na+] (NaHCO3), 5-phenyl-pentyl-2-pyridyl-carbonate, C1(=CC=CC=C1)CCCCCC=1C(N(C=CC1)C(=O)[O-])=O (5-phenyl-pentyl-2-oxopyridine-1-carboxylate). Run in O (H2O), C1CCOC1 (THF). Conditions: time 15 hour. Yields the product O[C@H]([C@H](C(=O)O)NC(=O)OCCCCCC1=CC=CC=C1)CC ((2R*,3S*)-3-hydroxy-2-(5-phenylpentoxy-carbonylamino)-pentanoic acid). Isolated yield 59.2%. Reaction SMILES: [NH2:1][C@H:2]([C@@H:6]([OH:9])[CH2:7][CH3:8])[C:3]([OH:5])=[O:4].[C:10]([O-:13])(O)=[O:11].[Na+].[C:15]1([CH2:21][CH2:22][CH2:23][CH2:24][CH2:25]C2C(=O)N(C([O-])=O)C=CC=2)[CH:20]=[CH:19][CH:18]=[CH:17][CH:16]=1>O.C1COCC1>[OH:9][C@@H:6]([CH2:7][CH3:8])[C@@H:2]([NH:1][C:10]([O:13][CH2:25][CH2:24][CH2:23][CH2:22][CH2:21][C:15]1[CH:20]=[CH:19][CH:18]=[CH:17][CH:16]=1)=[O:11])[C:3]([OH:5])=[O:4] |f:1.2|. Procedure: To a stirred diastereomeric mixture containing (2R*,3R*) and (2R*,3S*)-2-amino-3-hydroxy-pentanoic acid (0.107 g, 0.81 mmol) and NaHCO3 (0.102 g, 1.21 mmol) in H2O (2.0 mL), at rt, the isomeric mixture containing 5-phenyl-pentyl-2-pyridyl-carbonate and 5-phenyl-pentyl-2-oxopyridine-1-carboxylate (0.346 g, 1.21 mmol) [prepared as for example 32, step 1] in THF (2.0 mL) was added. After 15 h at rt, the crude mixture was rotary evaporated to remove the organics and subsequently extracted with Et2O ... Reactants: [Na] (Sodium), FC1=CC=C(C=C1)C(CC1=CC=NC=C1)=O (1-(4-fluorophenyl)-2-(4-pyridyl)ethanone), [Na] (sodium), BrCC(=O)OCC (ethyl bromoacetate). Run in C(C)O (ethanol). Conditions: time 4 hour. The product is FC1=CC=C(C(=O)C(CC(=O)OCC)C2=CC=NC=C2)C=C1 (Ethyl 3-(4-fluorobenzoyl)-3-(4-pyridyl)-propionate). As a reaction SMILES: [Na].[F:2][C:3]1[CH:8]=[CH:7][C:6]([C:9](=[O:17])[CH2:10][C:11]2[CH:16]=[CH:15][N:14]=[CH:13][CH:12]=2)=[CH:5][CH:4]=1.Br[CH2:19][C:20]([O:22][CH2:23][CH3:24])=[O:21]>C(O)C>[F:2][C:3]1[CH:8]=[CH:7][C:6]([C:9]([CH:10]([C:11]2[CH:16]=[CH:15][N:14]=[CH:13][CH:12]=2)[CH2:19][C:20]([O:22][CH2:23][CH3:24])=[O:21])=[O:17])=[CH:5][CH:4]=1 |^1:0|. Reported procedure: Sodium (400 mg, 17.40 mmol) was added to a stirred solution of 1-(4-fluorophenyl)-2-(4-pyridyl)ethanone (3.35 g, 15.58 mmol) (P. J. Gilligan et al., J. Med. Chem. 35, 4344, 1992) in ethanol (50 ml) at room temperature. After dissolution of the sodium, ethyl bromoacetate (1.93 ml, 17.40 mmol) was added dropwise at ice-bath temperature. After stirring for 4 h at room temperature, the reaction mixture was concentrated by evaporation. It was diluted with dichloromethane and made neutral by washing w... Reported procedure: 4.52 g. 5-Amino-1,3-dihydro-3,3-dimethyl-6-hydroxy-2H-indol-2-one hydrochloride and 3.65 g. 4-pyridylacetic acid were heated in 20 g. polyphosphoric acid for 30 minutes to 170° C. and the reaction mixture subsequently poured on to ice. A concentrated aqueous solution of ammonia was added thereto to give a pH of 10, the precipitate obtained was filtered off with suction, successively washed with water, methanol and diethyl ether and then dried to constant weight to give 3.20 g. (55% of theory) of... As a reaction SMILES: Cl.[NH2:2][C:3]1[CH:4]=[C:5]2[C:9](=[CH:10][C:11]=1[OH:12])[NH:8][C:7](=[O:13])[C:6]2([CH3:15])[CH3:14].[N:16]1[CH:21]=[CH:20][C:19]([CH2:22][C:23](O)=O)=[CH:18][CH:17]=1.N>>[N:16]1[CH:21]=[CH:20][C:19]([CH2:22][C:23]2[O:12][C:11]3[CH:10]=[C:9]4[NH:8][C:7](=[O:13])[C:6]([CH3:15])([CH3:14])[C:5]4=[CH:4][C:3]=3[N:2]=2)=[CH:18][CH:17]=1 |f:0.1|. The reactants are Cl.NC=1C=C2C(C(NC2=CC1O)=O)(C)C (5-Amino-1,3-dihydro-3,3-dimethyl-6-hydroxy-2H-indol-2-one hydrochloride), N (ammonia), N1=CC=C(C=C1)CC(=O)O (4-pyridylacetic acid), polyphosphoric acid. Product: N1=CC=C(C=C1)CC=1OC2=C(N1)C=C1C(=C2)NC(C1(C)C)=O (2-(4-Pyridinylmethyl)-7,7-dimethyl-5,7-dihydropyrrolo[3,2-f]benzoxazol-6-one). Starting materials: [Br-], C1CCOC1, C[Mg+], Cl, O, O=C(c1ccc2ncccc2c1)c1cnc2ccc(-c3ccccc3)nn12. The product is CC(O)(c1ccc2ncccc2c1)c1cnc2ccc(-c3ccccc3)nn12. As a reaction SMILES: [Br-:33].[CH2:28]1[O:29][CH2:30][CH2:31][CH2:32]1.[CH3:34][Mg+:35].[ClH:36].[OH2:37].[c:1]1(-[c:7]2[cH:8][cH:9][c:10]3[n:11]([n:12]2)[c:13]([C:16](=[O:17])[c:18]2[cH:19][c:20]4[cH:21][cH:22][cH:23][n:24][c:25]4[cH:26][cH:27]2)[cH:14][n:15]3)[cH:2][cH:3][cH:4][cH:5][cH:6]1>>[c:1]1(-[c:7]2[cH:8][cH:9][c:10]3[n:11]([n:12]2)[c:13]([C:16]([OH:17])([c:18]2[cH:19][c:20]4[cH:21][cH:22][cH:23][n:24][c:25]4[cH:26][cH:27]2)[CH3:28])[cH:14][n:15]3)[cH:2][cH:3][cH:4][cH:5][cH:6]1. The reactants are O (water), BrC1=C(NC2=CC=CC=C12)C(=O)OCC (ethyl 3-bromoindole-2-carboxylate), SCC(=O)OCC (ethyl 2-mercaptoacetate), C([O-])([O-])=O.[K+].[K+] (potassium carbonate). Run in CC(=O)C (acetone). Product: C(C)OC(=O)CSC1=C(NC2=CC=CC=C12)C(=O)OCC (Ethyl 3-(ethoxycarbonylmethylthio)indole-2-carboxylate). Yield: 21.0%. RXN SMILES: Br[C:2]1[C:10]2[C:5](=[CH:6][CH:7]=[CH:8][CH:9]=2)[NH:4][C:3]=1[C:11]([O:13][CH2:14][CH3:15])=[O:12].[SH:16][CH2:17][C:18]([O:20][CH2:21][CH3:22])=[O:19].C(=O)([O-])[O-].[K+].[K+].O>CC(C)=O>[CH2:21]([O:20][C:18]([CH2:17][S:16][C:2]1[C:10]2[C:5](=[CH:6][CH:7]=[CH:8][CH:9]=2)[NH:4][C:3]=1[C:11]([O:13][CH2:14][CH3:15])=[O:12])=[O:19])[CH3:22] |f:2.3.4|. Reported procedure: To a solution of ethyl 3-bromoindole-2-carboxylate (1.34 g) and ethyl 2-mercaptoacetate (0.96 ml) in acetone (15 ml) was added potassium carbonate (1.38 g) and the resulting mixture was heated at reflux under argon for 18 hours. The cooled mixture was poured into water and extracted with ethyl acetate. Combined organic extracts were dried (MgSO4) and concentrated to a gum which was purified by column chromatography using iso-hexane:ethyl acetate (1:4) to give the desired product (331 mg, 21%) NM...